Dataset: the Open Reaction Database (ORD), a public repository of structured organic reaction records. Task: describe an organic reaction: reactants, conditions, products, and yield The reactants are ClC1=NC=2C=CC=CC2C2=C1C(OC2=O)=O (4-Chloro-furo[3,4-c]quinoline-1,3-dione), [BH4-].[Na+] (sodium borohydride). Run in O1CCCC1 (tetrahydrofuran). Reaction conditions: time 2 hour. Product: ClC1=NC=2C=CC=CC2C2=C1C(OC2)=O (4-Chloro-furo[3,4-c]quinolin-3(1H)-one), ClC1=NC=2C=CC=CC2C2=C1COC2=O (4-Chloro-furo[3,4-c]quinolin-1(3H)-one). As a reaction SMILES: [Cl:1][C:2]1[C:11]2[C:12](=[O:16])[O:13][C:14](=[O:15])[C:10]=2[C:9]2[CH:8]=[CH:7][CH:6]=[CH:5][C:4]=2[N:3]=1.[BH4-].[Na+]>O1CCCC1>[Cl:1][C:2]1[C:11]2[C:12](=[O:16])[O:13][CH2:14][C:10]=2[C:9]2[CH:8]=[CH:7][CH:6]=[CH:5][C:4]=2[N:3]=1.[Cl:1][C:2]1[C:11]2[CH2:12][O:13][C:14](=[O:15])[C:10]=2[C:9]2[CH:8]=[CH:7][CH:6]=[CH:5][C:4]=2[N:3]=1 |f:1.2|. Reported procedure: To a well stirred mixture of 4-Chloro-furo[3,4-c]quinoline-1,3-dione (1.9 g) in tetrahydrofuran (10 mL) was added sodium borohydride (400 mg) at 0° C. and stirring was continued for 2 h. The reaction was then quenched with excess 6N HCl and water, and concentrated in vacuo to afford 4-Chloro-furo[3,4-c]quinolin-3(1H)-one as a pink solid along with a small quantity of 4-Chloro-furo[3,4-c]quinolin-1(3H)-one which could be isolated by column chromatography on silica gel. Starting materials: COC1=CC=C(CN2N=CC(=C2)C=2C=C3N(N2)C(=CN3C=3C=C(N)C=CC3C)C)C=C1 (3-{6-[1-(4-Methoxybenzyl)-1H-pyrazol-4-yl]-3-methyl-1H-imidazo[1,2-b]pyrazol-1-yl}-4-methylaniline), FC(C(=O)O)(F)F.CN1CCN(CC1)C=1C=C(C(=O)O)C=C(C1)S(F)(F)(F)(F)F (3-(4-Methylpiperazin-1-yl)-5-(pentafluoro-λ6-sulphanyl)benzoic acid trifluoroacetate). Yields the product COC1=CC=C(CN2N=CC(=C2)C=2C=C3N(N2)C(=CN3C=3C=C(C=CC3C)NC(C3=CC(=CC(=C3)S(F)(F)(F)(F)F)N3CCN(CC3)C)=O)C)C=C1 (N-(3-{6-[1-(4-Methoxybenzyl)-1H-pyrazol-4-yl]-3-methyl-1H-imidazo[1,2-b]pyrazol-1-yl}-4-methylphenyl)-3-(4-methylpiperazin-1-yl)-5-(pentafluoro-λ6-sulphanyl)benzamide). RXN SMILES: [CH3:1][O:2][C:3]1[CH:31]=[CH:30][C:6]([CH2:7][N:8]2[CH:12]=[C:11]([C:13]3[CH:14]=[C:15]4[N:20]([C:21]5[CH:22]=[C:23]([CH:25]=[CH:26][C:27]=5[CH3:28])[NH2:24])[CH:19]=[C:18]([CH3:29])[N:16]4[N:17]=3)[CH:10]=[N:9]2)=[CH:5][CH:4]=1.FC(F)(F)C(O)=O.[CH3:39][N:40]1[CH2:45][CH2:44][N:43]([C:46]2[CH:47]=[C:48]([CH:52]=[C:53]([S:55]([F:60])([F:59])([F:58])([F:57])[F:56])[CH:54]=2)[C:49](O)=[O:50])[CH2:42][CH2:41]1>>[CH3:1][O:2][C:3]1[CH:4]=[CH:5][C:6]([CH2:7][N:8]2[CH:12]=[C:11]([C:13]3[CH:14]=[C:15]4[N:20]([C:21]5[CH:22]=[C:23]([NH:24][C:49](=[O:50])[C:48]6[CH:52]=[C:53]([S:55]([F:60])([F:56])([F:57])([F:58])[F:59])[CH:54]=[C:46]([N:43]7[CH2:42][CH2:41][N:40]([CH3:39])[CH2:45][CH2:44]7)[CH:47]=6)[CH:25]=[CH:26][C:27]=5[CH3:28])[CH:19]=[C:18]([CH3:29])[N:16]4[N:17]=3)[CH:10]=[N:9]2)=[CH:30][CH:31]=1 |f:1.2|. Procedure details: 70 mg (0.17 mmol) of the compound of Example 9A and 78 mg (0.17 mmol) of the compound of Example 17A were reacted and worked up analogously to the procedure of Example 48A. This gave 125 mg (95% of theory) of the title compound. Reactants: C([O-])([O-])=O.[Na+].[Na+] (sodium carbonate), Cl (hydrochloric acid), C(C)(C)(C)OC(NCC(NC1=CC=C(C=C1)OCC1=CC(=CC=C1)F)=O)=O ({[4-(3-fluoro-benzyloxy)-phenylcarbamoyl]-methyl}-carbamic acid tert-butyl ester), saturated solution, Cl (hydrochloric acid). Reagents/catalysts: saturated solution. Run in C(C)OCC (diethyl ether), C(C)OCC (diethyl ether), C(C)OCC (diethyl ether), C(C)OCC (diethyl ether). The product is NCC(=O)NC1=CC=C(C=C1)OCC1=CC(=CC=C1)F (2-Amino-N-[4-(3-fluoro-benzyloxy)-phenyl]-acetamide). The yield is 42.3%. Reaction SMILES: C(OC(=O)[NH:7][CH2:8][C:9](=[O:26])[NH:10][C:11]1[CH:16]=[CH:15][C:14]([O:17][CH2:18][C:19]2[CH:24]=[CH:23][CH:22]=[C:21]([F:25])[CH:20]=2)=[CH:13][CH:12]=1)(C)(C)C.Cl.C(=O)([O-])[O-].[Na+].[Na+]>C(OCC)C>[NH2:7][CH2:8][C:9]([NH:10][C:11]1[CH:12]=[CH:13][C:14]([O:17][CH2:18][C:19]2[CH:24]=[CH:23][CH:22]=[C:21]([F:25])[CH:20]=2)=[CH:15][CH:16]=1)=[O:26] |f:2.3.4|. Procedure: A slurry of 0.166 g (0.44 mmol) of {[4-(3-fluoro-benzyloxy)-phenylcarbamoyl]-methyl}-carbamic acid tert-butyl ester in 1 ml diethyl ether is treated with 3 ml of a saturated solution of gaseous hydrochloric acid in diethyl ether. The mixture is refluxed for 4 h, poured on water and made basic by addition of a saturated sodium carbonate solution. Extraction with ethyl acetate yields a yellowish solid which is dissolved in about 1 ml of diethyl ether and treated with a few drops of a saturated sol... Conditions: time 4 hour. RXN SMILES: [F:1][C:2]1[C:22]([C:23]([F:26])([F:25])[F:24])=[CH:21][CH:20]=[CH:19][C:3]=1[C:4]([N:6]1[CH2:11][CH2:10][N:9](C(OC(C)(C)C)=O)[CH2:8][CH2:7]1)=[O:5].[ClH:27].O1CCOCC1>CO>[ClH:27].[F:1][C:2]1[C:22]([C:23]([F:26])([F:24])[F:25])=[CH:21][CH:20]=[CH:19][C:3]=1[C:4]([N:6]1[CH2:11][CH2:10][NH:9][CH2:8][CH2:7]1)=[O:5] |f:1.2,4.5|. Run in CO (methanol). Procedure: To a mixture of 7.74 g of tert-butyl 4-(2-fluoro-3-(trifluoromethyl)benzoyl)piperazine-1-carboxylate and 10 ml of methanol was added a hydrochloric acid-1,4-dioxane solution (4 M, 20 ml) followed by stirring at room temperature for 4 hours. The reaction mixture was concentrated in vacuo to give the title compound. The reactants are FC1=C(C(=O)N2CCN(CC2)C(=O)OC(C)(C)C)C=CC=C1C(F)(F)F (tert-butyl 4-(2-fluoro-3-(trifluoromethyl)benzoyl)piperazine-1-carboxylate), Cl.O1CCOCC1 (hydrochloric acid 1,4-dioxane). Yields the product Cl.FC1=C(C(=O)N2CCNCC2)C=CC=C1C(F)(F)F (1-(2-fluoro-3-(trifluoromethyl)benzoyl)piperazine Hydrochloride). The reactants are 100g, OC1=CC=C(C=C1)C(C)(C)C1=CC=C(C=C1)O (bisphenol-A), B(OCC1=CC=CC=C1)(OCC1=CC=CC=C1)OCC1=CC=CC=C1 (tribenzyl borate), 68g. Product: C(C1=CC=CC=C1)C1=C(O)C=CC(=C1)C(C)(C)C1=CC=C(C=C1)O.B([O-])([O-])[O-] (benzyl-bisphenol-A borate). As a reaction SMILES: [B:1]([O:18]CC1C=CC=CC=1)([O:10]CC1C=CC=CC=1)[O:2][CH2:3][C:4]1[CH:9]=[CH:8][CH:7]=[CH:6][CH:5]=1.[OH:26][C:27]1[CH:32]=[CH:31][C:30]([C:33]([C:36]2[CH:41]=[CH:40][C:39]([OH:42])=[CH:38][CH:37]=2)([CH3:35])[CH3:34])=[CH:29][CH:28]=1>>[CH2:3]([C:32]1[CH:31]=[C:30]([C:33]([C:36]2[CH:37]=[CH:38][C:39]([OH:42])=[CH:40][CH:41]=2)([CH3:35])[CH3:34])[CH:29]=[CH:28][C:27]=1[OH:26])[C:4]1[CH:9]=[CH:8][CH:7]=[CH:6][CH:5]=1.[B:1]([O-:18])([O-:10])[O-:2] |f:2.3|. Procedure: The synthesis was carried out in the same manner as for the product having a low Tg. 100g of tribenzyl borate and 68g of bisphenol-A were used. The residue is poured out after distillation at a temperature of 300° C. After cooling the resulting solid was pulverised. In representative cases the Tg is above 100° C. Starting materials: O=CC1CN(C(CC2CCCC2)C(=O)O)CC1c1cccc(F)c1, Cl, Fc1ccc(CCCC2CCNCC2)cc1. Yields the product O=C(O)C(CC1CCCC1)N1CC(CN2CCC(CCCc3ccc(F)cc3)CC2)C(c2cccc(F)c2)C1. Reaction SMILES: [CH:1](=[O:2])[CH:3]1[CH2:4][N:5]([CH:15]([C:16](=[O:17])[OH:18])[CH2:19][CH:20]2[CH2:21][CH2:22][CH2:23][CH2:24]2)[CH2:6][CH:7]1[c:8]1[cH:9][c:10]([F:14])[cH:11][cH:12][cH:13]1.[ClH:41].[F:25][c:26]1[cH:27][cH:28][c:29]([CH2:32][CH2:33][CH2:34][CH:35]2[CH2:36][CH2:37][NH:38][CH2:39][CH2:40]2)[cH:30][cH:31]1>>[CH2:1]([CH:3]1[CH2:4][N:5]([CH:15]([C:16](=[O:17])[OH:18])[CH2:19][CH:20]2[CH2:21][CH2:22][CH2:23][CH2:24]2)[CH2:6][CH:7]1[c:8]1[cH:9][c:10]([F:14])[cH:11][cH:12][cH:13]1)[N:38]1[CH2:37][CH2:36][CH:35]([CH2:34][CH2:33][CH2:32][c:29]2[cH:28][cH:27][c:26]([F:25])[cH:31][cH:30]2)[CH2:40][CH2:39]1. The reactants are CN(C=CC=O)C (3-Dimethylaminoacrolein), CN(C(CC#N)=O)C (cyanoacetic acid N,N-dimethylamide), N1CCCCC1 (piperidine), C(C)(=O)O (acetic acid). Solvent: O (water), O (water), C1(=CC=CC=C1)C (toluene). Product: C(#N)C(=CC=CN(C)C)C(=O)N(C)C (1-cyano-1- dimethylaminocarbonyl-4-dimethylamino-1,3-butadiene). Yield: 70.4%. As a reaction SMILES: [CH3:1][N:2]([CH3:7])[CH:3]=[CH:4][CH:5]=O.[CH3:8][N:9]([CH3:15])[C:10](=[O:14])[CH2:11][C:12]#[N:13].N1CCCCC1.C(O)(=O)C>C1(C)C=CC=CC=1.O>[C:12]([C:11]([C:10]([N:9]([CH3:15])[CH3:8])=[O:14])=[CH:5][CH:4]=[CH:3][N:2]([CH3:7])[CH3:1])#[N:13]. Reported procedure: 3-Dimethylaminoacrolein (25 g, 0.25 mol) and cyanoacetic acid N,N-dimethylamide (28 g, 0.25 mol) were dissolved in toluene (250 ml) and piperidine (1 ml) and acetic acid (2.5 ml) were then added. The solution was heated under reflux in a water separator until no more water was formed (about 2 hours). The solution was then filtered and reduced to about 100 ml. On cooling, crystals formed which were filtered off under suction and dried to give 34 g 1-cyano-1- dimethylaminocarbonyl-4-dimethylamino-... The reactants are COc1ccc(N=C=O)cc1, Cl, NC1CCN(CCc2c[nH]c3ccccc23)CC1, O. The product is COc1ccc(NC(=O)NC2CCN(CCc3c[nH]c4ccccc34)CC2)cc1. Reaction SMILES: [CH3:19][O:20][c:21]1[cH:22][cH:23][c:24]([N:27]=[C:28]=[O:29])[cH:25][cH:26]1.[ClH:30].[NH2:1][CH:2]1[CH2:3][CH2:4][N:5]([CH2:8][CH2:9][c:10]2[cH:11][nH:12][c:13]3[cH:14][cH:15][cH:16][cH:17][c:18]23)[CH2:6][CH2:7]1.[OH2:31]>>[NH:1]([CH:2]1[CH2:3][CH2:4][N:5]([CH2:8][CH2:9][c:10]2[cH:11][nH:12][c:13]3[cH:14][cH:15][cH:16][cH:17][c:18]23)[CH2:6][CH2:7]1)[C:28]([NH:27][c:24]1[cH:23][cH:22][c:21]([O:20][CH3:19])[cH:26][cH:25]1)=[O:29]. The reactants are CCOC(=O)Cc1ccc(Nc2ncccc2[N+](=O)[O-])cc1Cl, CCO, CCCCCC, CCOC(C)=O. The product is CCOC(=O)Cc1ccc(Nc2ncccc2N)cc1Cl. RXN SMILES: [CH2:1]([CH3:2])[O:3][C:4]([CH2:5][c:6]1[c:7]([Cl:22])[cH:8][c:9]([NH:12][c:13]2[n:14][cH:15][cH:16][cH:17][c:18]2[N+:19]([O-:20])=[O:21])[cH:10][cH:11]1)=[O:23].[CH3:24][CH2:25][OH:26].[CH3:27][CH2:28][CH2:29][CH2:30][CH2:31][CH3:32].[CH3:33][CH2:34][O:35][C:36]([CH3:37])=[O:38]>>[CH2:1]([CH3:2])[O:3][C:4]([CH2:5][c:6]1[c:7]([Cl:22])[cH:8][c:9]([NH:12][c:13]2[n:14][cH:15][cH:16][cH:17][c:18]2[NH2:19])[cH:10][cH:11]1)=[O:23]. The reactants are O=C1CCC(=O)N1Br, CC(=O)O, Cc1cc2c(cc1C(F)(F)F)NCCCC2N(Cc1cc(Cl)cc(C(F)(F)F)c1)c1nnn(C)n1. Yields the product Cc1cc2c(c(Br)c1C(F)(F)F)NCCCC2N(Cc1cc(Cl)cc(C(F)(F)F)c1)c1nnn(C)n1. As a reaction SMILES: [Br:36][N:37]1[C:38](=[O:39])[CH2:40][CH2:41][C:42]1=[O:43].[CH3:44][C:45](=[O:46])[OH:47].[Cl:1][c:2]1[cH:3][c:4]([CH2:5][N:6]([CH:7]2[c:8]3[c:9]([cH:14][c:15]([C:19]([F:20])([F:21])[F:22])[c:16]([CH3:18])[cH:17]3)[NH:10][CH2:11][CH2:12][CH2:13]2)[c:23]2[n:24][n:25][n:26]([CH3:28])[n:27]2)[cH:29][c:30]([C:32]([F:33])([F:34])[F:35])[cH:31]1>>[Cl:1][c:2]1[cH:3][c:4]([CH2:5][N:6]([CH:7]2[c:8]3[c:9]([c:14]([Br:36])[c:15]([C:19]([F:20])([F:21])[F:22])[c:16]([CH3:18])[cH:17]3)[NH:10][CH2:11][CH2:12][CH2:13]2)[c:23]2[n:24][n:25][n:26]([CH3:28])[n:27]2)[cH:29][c:30]([C:32]([F:33])([F:34])[F:35])[cH:31]1.